Dataset: the Open Reaction Database (ORD), a public repository of structured organic reaction records. Task: describe an organic reaction: reactants, conditions, products, and yield The reactants are C(C)(=O)OC(C)=O (acetic anhydride), CC=1NC(=C(C(C1C(=O)OCC)C=1OC=CC1)C(=O)OCC)C=O (diethyl 2-methyl-4-(2-furyl)-6-formyl-1,4-dihydropyridine-3,5-dicarboxylate), Cl.NO (hydroxylamine hydrochloride), C(C)(=O)[O-].[Na+] (sodium acetate). Solvent: C(C)(=O)O (acetic acid). Reaction conditions: time 30 minute. Yields the product CC=1NC(=C(C(C1C(=O)OCC)C=1OC=CC1)C(=O)OCC)C#N (diethyl 2-methyl-4-(2-furyl)-6-cyano-1,4-dihydropyridine-3,5-dicarboxylate). The yield is 51.6%. As a reaction SMILES: [CH3:1][C:2]1[NH:3][C:4]([CH:23]=O)=[C:5]([C:18]([O:20][CH2:21][CH3:22])=[O:19])[CH:6]([C:13]2[O:14][CH:15]=[CH:16][CH:17]=2)[C:7]=1[C:8]([O:10][CH2:11][CH3:12])=[O:9].Cl.[NH2:26]O.C([O-])(=O)C.[Na+].C(OC(=O)C)(=O)C>C(O)(=O)C>[CH3:1][C:2]1[NH:3][C:4]([C:23]#[N:26])=[C:5]([C:18]([O:20][CH2:21][CH3:22])=[O:19])[CH:6]([C:13]2[O:14][CH:15]=[CH:16][CH:17]=2)[C:7]=1[C:8]([O:10][CH2:11][CH3:12])=[O:9] |f:1.2,3.4|. Procedure: A mixture of diethyl 2-methyl-4-(2-furyl)-6-formyl-1,4-dihydropyridine-3,5-dicarboxylate (1.6 g), hydroxylamine hydrochloride (383.6 mg) and sodium acetate (787.6 mg) in acetic acid (14 ml) was stirred for 30 minutes at room temperature. To the mixture, acetic anhydride (1 ml) was added and stirred for 1.5 hours at room temperature and further stirred for an hour under reflux. After removal of the acetic acid from the reaction mixture, water was added to the residue and the mixture was extracted... Reactants: C[Si](C)(C)[N-][Si](C)(C)C.[Li+] (lithium bis(trimethylsilyl)amide), C(C)(C)(C)C1=CC=C(C=C1)CC(=O)OC (methyl 4-tert-butylphenylacetate), CI (methyl iodide). The solvent is C1CCOC1 (THF). The product is C(C)(C)(C)C1=CC=C(C=C1)C(C(=O)OC)C (Methyl 2-(4-t-butylphenyl)propanoate). The yield is 101.0%. Reaction SMILES: C[Si]([N-][Si](C)(C)C)(C)C.[Li+].[C:11]([C:15]1[CH:20]=[CH:19][C:18]([CH2:21][C:22]([O:24][CH3:25])=[O:23])=[CH:17][CH:16]=1)([CH3:14])([CH3:13])[CH3:12].[CH3:26]I>C1COCC1>[C:11]([C:15]1[CH:16]=[CH:17][C:18]([CH:21]([CH3:26])[C:22]([O:24][CH3:25])=[O:23])=[CH:19][CH:20]=1)([CH3:14])([CH3:12])[CH3:13] |f:0.1|. Procedure details: 23.3 mL of lithium bis(trimethylsilyl)amide (1.0 M, 23 mmols) was added dropwise to 4.75 g (23 mmols) of methyl 4-tert-butylphenylacetate in 100 mL of dry THF at −78° C. while stirring under nitrogen. The mixture was stirred at this temperature for 45 minutes, then 1.5 mL (24 mmol) methyl iodide was added dropwise and the solution was stirred for an additional 1 hour at −78° C. The mixture was poured into 200 mL of H20 and the desired product was extracted with 500 mL diethyl ether. The organic ...